Dataset: the Open Reaction Database (ORD), a public repository of structured organic reaction records. Task: describe an organic reaction: reactants, conditions, products, and yield Yields the product C1(=CC=CC=C1)C1=NC2=CC(=CC=C2C(=C1)Cl)OC (2-phenyl-4-chloro-7-methoxy-quinoline). RXN SMILES: [C:1]1([C:7]2[CH:16]=[C:15](O)[C:14]3[C:9](=[CH:10][C:11]([O:18][CH3:19])=[CH:12][CH:13]=3)[N:8]=2)[CH:6]=[CH:5][CH:4]=[CH:3][CH:2]=1.P(Cl)(Cl)([Cl:22])=O>>[C:1]1([C:7]2[CH:16]=[C:15]([Cl:22])[C:14]3[C:9](=[CH:10][C:11]([O:18][CH3:19])=[CH:12][CH:13]=3)[N:8]=2)[CH:6]=[CH:5][CH:4]=[CH:3][CH:2]=1. Yield: 91.0%. The reactants are C1(=CC=CC=C1)C1=NC2=CC(=CC=C2C(=C1)O)OC (2-phenyl-4-hydroxy-7-methoxy-quinoline), P(=O)(Cl)(Cl)Cl (phosphorus oxychloride). Reported procedure: 2-phenyl-4-hydroxy-7-methoxy-quinoline (2.73 g, 10.9 mmol., 1 eq) was suspended in neat phosphorus oxychloride (30 mL). The reaction mixture was heated under reflux. After 2 h, LCMS analysis showed full consumption of the starting material. The reaction mixture was left to cool to ambient temperature and the solvent removed under vacuum. The residue was partitioned between ethyl acetate (100 mL) and 2M aqueous sodium hydroxide solution (80 mL). The mixture was stirred at ambient temperature for ... Reaction conditions: time 2 hour. Starting materials: C(=O)(OCC)C1=C(C=CC=C1)S(=O)(=O)N=C=O (2-carboethoxybenzenesulfonyl isocyanate), NC1=NC(=NC(=N1)NC)OC(F)(F)F (2-amino-4-methylamino-6-trifluoromethoxy-1,3,5-triazine). Run in C(Cl)Cl (methylene chloride), C(Cl)Cl (methylene chloride). Reaction conditions: temperature 22 celsius, time 30 hour. Product: CNC1=NC(=NC(=N1)OC(F)(F)F)NC(=O)NS(=O)(=O)C1=C(C(=O)OCC)C=CC=C1 (Ethyl 2-(4-methylamino-6-trifluoromethoxy-1,3,5-triazin-2-ylaminocarbonylaminosulfonyl)benzoate). As a reaction SMILES: [C:1]([C:6]1[CH:11]=[CH:10][CH:9]=[CH:8][C:7]=1[S:12]([N:15]=[C:16]=[O:17])(=[O:14])=[O:13])([O:3][CH2:4][CH3:5])=[O:2].[NH2:18][C:19]1[N:24]=[C:23]([NH:25][CH3:26])[N:22]=[C:21]([O:27][C:28]([F:31])([F:30])[F:29])[N:20]=1>C(Cl)Cl>[CH3:26][NH:25][C:23]1[N:22]=[C:21]([O:27][C:28]([F:31])([F:29])[F:30])[N:20]=[C:19]([NH:18][C:16]([NH:15][S:12]([C:7]2[CH:8]=[CH:9][CH:10]=[CH:11][C:6]=2[C:1]([O:3][CH2:4][CH3:5])=[O:2])(=[O:13])=[O:14])=[O:17])[N:24]=1. Procedure details: 3.1 g (0.012 mol) of 2-carboethoxybenzenesulfonyl isocyanate in 3 ml of methylene chloride were added over the course of 10 minutes to a stirred mixture of 2.5 g (0.012 mol) of 2-amino-4-methylamino-6-trifluoromethoxy-1,3,5-triazine and 150 ml of methylene chloride at 22° C., and the mixture was stirred at 22° C. for 30 hours. It was then concentrated under reduced pressure, stirred with methyl tert-butyl ether and filtered off with suction. Further washing with methanol and drying resulted in 3... The reactants are Cl.CC1=C(C=NN1C1=NC(=CC(=N1)C)C)C(CCN1CCN(CC1)C1=CC(=C(C=C1)Cl)Cl)=O (1-[5-methyl-1-(4,6-dimethyl-2-pyrimidinyl)-4-pyrazolyl]-3-[4-(3,4-dichlorophenyl)-1-piperazinyl]-1-propanone hydrochloride), B.[Na] (sodium boron hydride), Cl.C(C)O (hydrochloric acid ethanol), C(C)O (ethanol), B.[Na] (sodium boron hydride). Solvent: O1CCCC1 (tetrahydrofuran). Run at temperature 0 celsius, time 45 minute. The product is Cl.CC1=C(C=NN1C1=NC(=CC(=N1)C)C)\C=C\CN1CCN(CC1)C1=CC(=C(C=C1)Cl)Cl (1-[5-Methyl-1-(4,6-dimethyl-2-pyrimidinyl)-4-pyrazolyl]-3-[4-(3,4-dichlorophenyl)-1-piperazinyl]-1-trans-propene hydrochloride). Yield: 115.6%. As a reaction SMILES: Cl.[CH3:2][C:3]1[N:7]([C:8]2[N:13]=[C:12]([CH3:14])[CH:11]=[C:10]([CH3:15])[N:9]=2)[N:6]=[CH:5][C:4]=1[C:16](=O)[CH2:17][CH2:18][N:19]1[CH2:24][CH2:23][N:22]([C:25]2[CH:30]=[CH:29][C:28]([Cl:31])=[C:27]([Cl:32])[CH:26]=2)[CH2:21][CH2:20]1.C(O)C.B.[Na].Cl.C(O)C>O1CCCC1>[ClH:31].[CH3:2][C:3]1[N:7]([C:8]2[N:9]=[C:10]([CH3:15])[CH:11]=[C:12]([CH3:14])[N:13]=2)[N:6]=[CH:5][C:4]=1/[CH:16]=[CH:17]/[CH2:18][N:19]1[CH2:20][CH2:21][N:22]([C:25]2[CH:30]=[CH:29][C:28]([Cl:31])=[C:27]([Cl:32])[CH:26]=2)[CH2:23][CH2:24]1 |f:0.1,3.4,5.6,8.9,^1:37|. Procedure: 1.0 g of 1-[5-methyl-1-(4,6-dimethyl-2-pyrimidinyl)-4-pyrazolyl]-3-[4-(3,4-dichlorophenyl)-1-piperazinyl]-1-propanone hydrochloride was dissolved in a solvent mixture comprising 50 ml of ethanol and 50 ml of tetrahydrofuran. After cooling with ice to 0° C., 500 mg of sodium boron hydride was added and the mixture was stirred at the same temperature for 45 minutes. Further, 50 mg of sodium boron hydride was added and the mixture was stirred for additional 2 hours. Then it was neutralized by addin... Reactants: CC1=C(C=C(C=C1)C=1OC(=NN1)C)C1=CC=C(C=C1)C(=O)NCC1=C(C=CC=C1)C(F)(F)F (2′-methyl-5′-(5-methyl-1,3,4-oxadiazol-2-yl)-N-(2-trifluoromethylbenzyl)-1,1′-biphenyl-4-carboxamide), IC (iodomethane). Product: CC1=C(C=C(C=C1)C=1OC(=NN1)C)C1=CC=C(C=C1)C(=O)N(CC1=C(C=CC=C1)C(F)(F)F)C (2′-Methyl-N-methyl-5′-(5-methyl-1,3,4-oxadiazol-2-yl)-N-(2-trifluoromethylbenzyl)-1,1′-biphenyl-4-carboxamide). Reaction SMILES: [CH3:1][C:2]1[CH:7]=[CH:6][C:5]([C:8]2[O:9][C:10]([CH3:13])=[N:11][N:12]=2)=[CH:4][C:3]=1[C:14]1[CH:19]=[CH:18][C:17]([C:20]([NH:22][CH2:23][C:24]2[CH:29]=[CH:28][CH:27]=[CH:26][C:25]=2[C:30]([F:33])([F:32])[F:31])=[O:21])=[CH:16][CH:15]=1.I[CH3:35]>>[CH3:1][C:2]1[CH:7]=[CH:6][C:5]([C:8]2[O:9][C:10]([CH3:13])=[N:11][N:12]=2)=[CH:4][C:3]=1[C:14]1[CH:15]=[CH:16][C:17]([C:20]([N:22]([CH3:35])[CH2:23][C:24]2[CH:29]=[CH:28][CH:27]=[CH:26][C:25]=2[C:30]([F:32])([F:33])[F:31])=[O:21])=[CH:18][CH:19]=1. Procedure details: 2′-Methyl-N-methyl-5′-(5-methyl-1,3,4-oxadiazol-2-yl)-N-(2-trifluoromethylbenzyl)-1,1′-biphenyl-4-carboxamide was prepared from 2′-methyl-5′-(5-methyl-1,3,4-oxadiazol-2-yl)-N-(2-trifluoromethylbenzyl)-1,1′-biphenyl-4-carboxamide and iodomethane using method L. NMR; δH [2H6]—DMSO 7.90,(1H, d), 7.80-7.51,(9H, m), 7.41,(1H, b), 4.89-4.71,(2H, m), 3.01-2.96,(3H, m), 2.56,(3H, s), 2.33-2.24,(3H, m). LCMS; retention time 3.62 min, MH+ 466. Reactants: CC1CN(C(=O)OC(C)(C)C)CC2Cc3cc(CO)c(C(F)F)nc3N12, CCBr, [H-], [Na+]. Product: CCOCc1cc2c(nc1C(F)F)N1C(C)CN(C(=O)OC(C)(C)C)CC1C2. RXN SMILES: [C:1]([CH3:2])([CH3:3])([CH3:4])[O:5][C:6](=[O:7])[N:8]1[CH2:9][CH:10]2[CH2:11][c:12]3[cH:13][c:14]([CH2:25][OH:26])[c:15]([CH:22]([F:23])[F:24])[n:16][c:17]3[N:18]2[CH:19]([CH3:21])[CH2:20]1.[CH2:29]([CH3:30])[Br:31].[H-:27].[Na+:28]>>[C:1]([CH3:2])([CH3:3])([CH3:4])[O:5][C:6](=[O:7])[N:8]1[CH2:9][CH:10]2[CH2:11][c:12]3[cH:13][c:14]([CH2:25][O:26][CH2:29][CH3:30])[c:15]([CH:22]([F:23])[F:24])[n:16][c:17]3[N:18]2[CH:19]([CH3:21])[CH2:20]1.